From a dataset of the Open Reaction Database (ORD), a public repository of structured organic reaction records. describe an organic reaction: reactants, conditions, products, and yield Reactants: BrC=1C=C(C(=O)O)C=C(C1OC)OC (3-Bromo-4,5-dimethoxybenzoic acid), C(C1=CC=CC=C1)(=O)N (benzamide). Product: BrC=1C=C(C=C(C1OC)OC)C(C)=O (1-(3-Bromo-4,5-dimethoxyphenyl)ethanone). RXN SMILES: [Br:1][C:2]1[CH:3]=[C:4]([CH:8]=[C:9]([O:13][CH3:14])[C:10]=1[O:11][CH3:12])[C:5]([OH:7])=O.[C:15](N)(=O)C1C=CC=CC=1>>[Br:1][C:2]1[CH:3]=[C:4]([C:5](=[O:7])[CH3:15])[CH:8]=[C:9]([O:13][CH3:14])[C:10]=1[O:11][CH3:12]. Reported procedure: 3-Bromo-4,5-dimethoxybenzoic acid (2.0 g) was converted to the benzamide derivative analogously to O3.043, and the latter was converted to the title compound analogously to O2.059. 1.22 g of the title compound were obtained.